Dataset: the Open Reaction Database (ORD), a public repository of structured organic reaction records. Task: describe an organic reaction: reactants, conditions, products, and yield The reactants are COCCCC1=CC=C(C=C1)C=1NC(C2=CC=CC=C2C1)=O (3-[4-(3-methoxypropyl)phenyl]isoquinolin-1-one), P(=O)(Cl)(Cl)Cl (phosphorus oxychloride). Product: ClC1=NC(=CC2=CC=CC=C12)C1=CC=C(C=C1)CCCOC (1-chloro-3-[4-(3-methoxypropyl)phenyl]isoquinoline). As a reaction SMILES: [CH3:1][O:2][CH2:3][CH2:4][CH2:5][C:6]1[CH:11]=[CH:10][C:9]([C:12]2[NH:13][C:14](=O)[C:15]3[C:20]([CH:21]=2)=[CH:19][CH:18]=[CH:17][CH:16]=3)=[CH:8][CH:7]=1.P(Cl)(Cl)([Cl:25])=O>>[Cl:25][C:14]1[C:15]2[C:20](=[CH:19][CH:18]=[CH:17][CH:16]=2)[CH:21]=[C:12]([C:9]2[CH:10]=[CH:11][C:6]([CH2:5][CH2:4][CH2:3][O:2][CH3:1])=[CH:7][CH:8]=2)[N:13]=1. Reported procedure: The resulting 3-[4-(3-methoxypropyl)phenyl]isoquinolin-1-one (1.85 g) was reacted with phosphorus oxychloride (20 ml) according to the method of Example 10-2, to give 1-chloro-3-[4-(3-methoxypropyl)phenyl]isoquinoline. The resulting compound was reacted, as it was, with N-ethylpiperazine (6 ml) at 100° C. overnight. The reaction solution was evaporated, and to the resulting residue were added ethyl acetate and purified water. The resulting ethyl acetate layer was washed with water and brine, and... The product is C1(=CC=C(C=C1)S(=O)(=O)O)C.C1(=CC=C(C=C1)S(=O)(=O)O)C.NC1[C@@H]2N(C(C3(CCN(CC3)C3=CC=CC=C3)S2)C(=O)OCC2=CC=CC=C2)C1=O (benzyl 6-amino-1'-phenyl-spiro[penam-2,4'-piperidine]-3-carboxylate di-p-toluenesulfonate). Reported procedure: A mixture of 1.33 g (0.002 mole) of benzyl 1'-phenyl-6-tritylamino-spiro [penam-2,4'-piperidine]-3-carboxylate (obtained in 7.3) and 0.76 g of p-toluenesulfonic acid in 10 ml of acetone is stirred at ambient temperature for 6 hours. After filtering and drying, there is obtained 1.40 g of benzyl 6-amino-1'-phenyl-spiro[penam-2,4'-piperidine]-3-carboxylate di-p-toluenesulfonate. Yield: 92%; M.P. 168°-169° C. (decomposition). As a reaction SMILES: [C:1]1([N:7]2[CH2:12][CH2:11][C:10]3([CH:16]([C:17]([O:19][CH2:20][C:21]4[CH:26]=[CH:25][CH:24]=[CH:23][CH:22]=4)=[O:18])[N:15]4[C:27](=[O:49])[CH:28]([NH:29]C(C5C=CC=CC=5)(C5C=CC=CC=5)C5C=CC=CC=5)[C@H:14]4[S:13]3)[CH2:9][CH2:8]2)[CH:6]=[CH:5][CH:4]=[CH:3][CH:2]=1.[C:50]1([CH3:60])[CH:55]=[CH:54][C:53]([S:56]([OH:59])(=[O:58])=[O:57])=[CH:52][CH:51]=1>CC(C)=O>[C:50]1([CH3:60])[CH:51]=[CH:52][C:53]([S:56]([OH:59])(=[O:57])=[O:58])=[CH:54][CH:55]=1.[C:50]1([CH3:60])[CH:51]=[CH:52][C:53]([S:56]([OH:59])(=[O:57])=[O:58])=[CH:54][CH:55]=1.[NH2:29][CH:28]1[C:27](=[O:49])[N:15]2[CH:16]([C:17]([O:19][CH2:20][C:21]3[CH:22]=[CH:23][CH:24]=[CH:25][CH:26]=3)=[O:18])[C:10]3([S:13][C@H:14]12)[CH2:11][CH2:12][N:7]([C:1]1[CH:2]=[CH:3][CH:4]=[CH:5][CH:6]=1)[CH2:8][CH2:9]3 |f:3.4.5|. Isolated yield 91.2%. The reactants are C1(=CC=CC=C1)N1CCC2(CC1)S[C@H]1N(C2C(=O)OCC2=CC=CC=C2)C(C1NC(C1=CC=CC=C1)(C1=CC=CC=C1)C1=CC=CC=C1)=O (benzyl 1'-phenyl-6-tritylamino-spiro [penam-2,4'-piperidine]-3-carboxylate), C1(=CC=C(C=C1)S(=O)(=O)O)C (p-toluenesulfonic acid). Run at time 6 hour. The solvent is CC(=O)C (acetone). Reactants: ClCCN1C(NC2=C1C=CC=C2)=O (1-(2-chloroethyl)-1,3-dihydro-2H-benzimidazol-2-one), Cl.COC1=CC=C(C=C1)C(CC1CCNCC1)=O (1-(4-methoxyphenyl)-2-(4-piperidinyl)ethanone hydrochloride), C([O-])([O-])=O.[Na+].[Na+] (sodium carbonate), [I-].[K+] (potassium iodide). The solvent is CC(CC(C)=O)C (4-methyl-2-pentanone). The product is COC1=CC=C(C=C1)C(CC1CCN(CC1)CCN1C(NC2=C1C=CC=C2)=O)=O (1,3-dihydro-1-[2-[4-[2-(4-methoxyphenyl)-2-oxoethyl]-1-piperidinyl]ethyl]-2H-benzimidazol-2-one). Isolated yield 36.5%. As a reaction SMILES: Cl[CH2:2][CH2:3][N:4]1[C:8]2[CH:9]=[CH:10][CH:11]=[CH:12][C:7]=2[NH:6][C:5]1=[O:13].Cl.[CH3:15][O:16][C:17]1[CH:22]=[CH:21][C:20]([C:23](=[O:31])[CH2:24][CH:25]2[CH2:30][CH2:29][NH:28][CH2:27][CH2:26]2)=[CH:19][CH:18]=1.C(=O)([O-])[O-].[Na+].[Na+].[I-].[K+]>CC(C)CC(=O)C>[CH3:15][O:16][C:17]1[CH:22]=[CH:21][C:20]([C:23](=[O:31])[CH2:24][CH:25]2[CH2:26][CH2:27][N:28]([CH2:2][CH2:3][N:4]3[C:8]4[CH:9]=[CH:10][CH:11]=[CH:12][C:7]=4[NH:6][C:5]3=[O:13])[CH2:29][CH2:30]2)=[CH:19][CH:18]=1 |f:1.2,3.4.5,6.7|. Procedure details: A mixture of 3.92 parts of 1-(2-chloroethyl)-1,3-dihydro-2H-benzimidazol-2-one, 5.4 parts of 1-(4-methoxyphenyl)-2-(4-piperidinyl)ethanone hydrochloride, 5.3 parts of sodium carbonate, 0.1 parts of potassium iodide and 200 parts of 4-methyl-2-pentanone is distilled azeotropically to dry overnight. After cooling, the precipitated product is filtered off, washed with water and dissolved in trichloromethane. The latter is dried, filtered and evaporated. The residue is crystallized from 2-propanol, ... Reactants: C(C(C)C)O (isobutanol), sodium isobutylate, BrCC(=CCOC1=CC2=C(OCO2)C=C1)C (5-(4-bromo-3-methyl-2-butenyloxy)-1,3-benzodioxol), C(C(C)C)O (isobutanol). Product: C(C(C)C)OCC(=CCOC1=CC2=C(OCO2)C=C1)C (5-(4-isobutoxy-3-methyl-2-butenyloxy)-1,3-benzodioxol). Reaction SMILES: Br[CH2:2][C:3]([CH3:16])=[CH:4][CH2:5][O:6][C:7]1[CH:15]=[CH:14][C:10]2[O:11][CH2:12][O:13][C:9]=2[CH:8]=1.[CH2:17]([OH:21])[CH:18]([CH3:20])[CH3:19]>>[CH2:17]([O:21][CH2:2][C:3]([CH3:16])=[CH:4][CH2:5][O:6][C:7]1[CH:15]=[CH:14][C:10]2[O:11][CH2:12][O:13][C:9]=2[CH:8]=1)[CH:18]([CH3:20])[CH3:19]. Reported procedure: 1.6 g (0.0165 mol) of sodium-isobutylate in 75 cc of isobutanol are added dropwise at 70° during the course of 15 minutes to 4.3 g (0.015 mol) of 5-(4-bromo-3-methyl-2-butenyloxy)-1,3-benzodioxol which is dissolved in 130 cc of isobutanol After 3 hours at this temperature the reaction mixture is filtered, the solvent is distilled off at reduced pressure and the residue is dissolved in ether. The ether solution is washed with saturated salt solution, is dried with sodium sulphate and evaporated. ... The reactants are N(=NC(=O)OCC)C(=O)OCC (diethyl azodicarboxylate), ClC1=CC=C(S1)C=1N=COC1CCCCO (4-(5-chloro-2-thienyl)-5-oxazolebutanol), COC1=C(C=CC=C1)O (2-methoxyphenol), C(CCC)P(CCCC)CCCC (tributylphosphine). Solvent: C1(=CC=CC=C1)C (toluene), O1CCCC1 (tetrahydrofuran). Reaction conditions: time 1 hour. The product is ClC1=CC=C(S1)C=1N=COC1CCCCOC1=C(C=CC=C1)OC (4-(5-chloro-2-thienyl)-5-[4-(2-methoxyphenoxy)butyl]oxazole), oil. The yield is 37.0%. As a reaction SMILES: [Cl:1][C:2]1[S:6][C:5]([C:7]2[N:8]=[CH:9][O:10][C:11]=2[CH2:12][CH2:13][CH2:14][CH2:15][OH:16])=[CH:4][CH:3]=1.[CH3:17][O:18][C:19]1[CH:24]=[CH:23][CH:22]=[CH:21][C:20]=1O.C(P(CCCC)CCCC)CCC.N(C(OCC)=O)=NC(OCC)=O>C1(C)C=CC=CC=1.O1CCCC1>[Cl:1][C:2]1[S:6][C:5]([C:7]2[N:8]=[CH:9][O:10][C:11]=2[CH2:12][CH2:13][CH2:14][CH2:15][O:16][C:20]2[CH:21]=[CH:22][CH:23]=[CH:24][C:19]=2[O:18][CH3:17])=[CH:4][CH:3]=1. Procedure: To a mixture of 4-(5-chloro-2-thienyl)-5-oxazolebutanol (800 mg), 2-methoxyphenol (770 mg), tributylphosphine (1.24 g) and tetrahydrofuran (10 ml) was added dropwise a toluene solution of diethyl azodicarboxylate (40%, 2.61 g) at room temperature, and the resulting mixture was stirred for 1 hour. After the reaction mixture was concentrated, the residue was subjected to silica gel column chromatography, and 4-(5-chloro-2-thienyl)-5-[4-(2-methoxyphenoxy)butyl]oxazole was obtained as an oil (420 mg... Starting materials: C1(CCCC1)CCN(CCCNC1=CC=C(C=C1)[N+](=O)[O-])CC1=CC=CC=C1 (N-[2 (cyclopentyl)ethyl]-N'-(4-nitrophenyl)-N-(phenylmethyl)1,3-propanediamine), ClCC(=O)Cl (chloroacetyl chloride). Product: C1(CCCC1)CCN1CC(N(CCC1)C1=CC=C(C=C1)[N+](=O)[O-])=O (4-[2-(Cyclopentyl)ethyl]-1-(4-nitrophenyl)-hexahydro1H-1,4-diazepin-2-one). RXN SMILES: [CH:1]1([CH2:6][CH2:7][N:8]([CH2:22][C:23]2C=CC=CC=2)[CH2:9][CH2:10][CH2:11][NH:12][C:13]2[CH:18]=[CH:17][C:16]([N+:19]([O-:21])=[O:20])=[CH:15][CH:14]=2)[CH2:5][CH2:4][CH2:3][CH2:2]1.ClCC(Cl)=[O:32]>>[CH:1]1([CH2:6][CH2:7][N:8]2[CH2:9][CH2:10][CH2:11][N:12]([C:13]3[CH:14]=[CH:15][C:16]([N+:19]([O-:21])=[O:20])=[CH:17][CH:18]=3)[C:23](=[O:32])[CH2:22]2)[CH2:2][CH2:3][CH2:4][CH2:5]1. Procedure details: In a manner similar to Preparation 13 react N-[2 (cyclopentyl)ethyl]-N'-(4-nitrophenyl)-N-(phenylmethyl)1,3-propanediamine with chloroacetyl chloride to obtain the title compound. Starting materials: COC(=O)C(CC1CCCC1)c1ccc(I)cc1, COCCOC, [Na+], [Na+], O=C([O-])[O-], O, Cl[Pd]Cl, c1ccc(P(c2ccccc2)c2ccccc2)cc1, c1ccc(P(c2ccccc2)c2ccccc2)cc1, OB(O)c1ccc2[nH]ccc2c1. Yields the product COC(=O)C(CC1CCCC1)c1ccc(-c2ccc3[nH]ccc3c2)cc1. RXN SMILES: [CH3:1][O:2][C:3]([CH:4]([CH2:5][CH:6]1[CH2:7][CH2:8][CH2:9][CH2:10]1)[c:11]1[cH:12][cH:13][c:14]([I:17])[cH:15][cH:16]1)=[O:18].[CH3:37][O:38][CH2:39][CH2:40][O:41][CH3:42].[Na+:31].[Na+:32].[O-:33][C:34](=[O:35])[O-:36].[OH2:43].[Pd:44]([Cl:45])[Cl:46].[c:47]1([P:48]([c:49]2[cH:50][cH:51][cH:52][cH:53][cH:54]2)[c:55]2[cH:56][cH:57][cH:58][cH:59][cH:60]2)[cH:61][cH:62][cH:63][cH:64][cH:65]1.[c:66]1([P:67]([c:68]2[cH:69][cH:70][cH:71][cH:72][cH:73]2)[c:74]2[cH:75][cH:76][cH:77][cH:78][cH:79]2)[cH:80][cH:81][cH:82][cH:83][cH:84]1.[nH:19]1[cH:20][cH:21][c:22]2[cH:23][c:24]([B:28]([OH:29])[OH:30])[cH:25][cH:26][c:27]12>>[CH3:1][O:2][C:3]([CH:4]([CH2:5][CH:6]1[CH2:7][CH2:8][CH2:9][CH2:10]1)[c:11]1[cH:12][cH:13][c:14](-[c:24]2[cH:23][c:22]3[cH:21][cH:20][nH:19][c:27]3[cH:26][cH:25]2)[cH:15][cH:16]1)=[O:18]. Reactants: CC(C)=O, O=[N+]([O-])c1ccc(F)c(Cl)c1, [K+], [K+], O=C([O-])[O-], Oc1cnc2ccccc2c1. The product is O=[N+]([O-])c1ccc(Oc2cnc3ccccc3c2)c(Cl)c1. As a reaction SMILES: [CH3:29][C:30](=[O:31])[CH3:32].[Cl:12][c:13]1[cH:14][c:15]([N+:20](=[O:21])[O-:22])[cH:16][cH:17][c:18]1[F:19].[K+:23].[K+:24].[O-:25][C:26]([O-:27])=[O:28].[OH:1][c:2]1[cH:3][n:4][c:5]2[cH:6][cH:7][cH:8][cH:9][c:10]2[cH:11]1>>[O:1]([c:2]1[cH:3][n:4][c:5]2[cH:6][cH:7][cH:8][cH:9][c:10]2[cH:11]1)[c:18]1[c:13]([Cl:12])[cH:14][c:15]([N+:20](=[O:21])[O-:22])[cH:16][cH:17]1. Starting materials: C(C)(C)(C)OC(=O)NC[C@H]1CN(CC1)CCCCN (4-((3S)-3-tert-Butoxycarbonylaminomethylpyrrolidin-1-yl)butylamine), C(CC)N=C=O (n-propyl isocyanate), NC1=CC(=C(C(=O)O)C=C1Cl)OC (4-amino-5-chloro-2-methoxybenzoic acid). Product: NC1=CC(=C(C(=O)NC[C@H]2CN(CC2)CCCCNC(=O)NCCC)C=C1Cl)OC (4-amino-5-chloro-2-methoxy-N-((3S)-1-(4-(3-n-propylureido)butyl)pyrrolidin-3-ylmethyl)benzamide). RXN SMILES: C(O[C:6]([NH:8][CH2:9][C@@H:10]1[CH2:14][CH2:13][N:12]([CH2:15][CH2:16][CH2:17][CH2:18][NH2:19])[CH2:11]1)=[O:7])(C)(C)C.[CH2:20]([N:23]=[C:24]=[O:25])[CH2:21][CH3:22].[NH2:26][C:27]1[C:35]([Cl:36])=[CH:34][C:30](C(O)=O)=[C:29]([O:37][CH3:38])[CH:28]=1>>[NH2:26][C:27]1[C:35]([Cl:36])=[CH:34][C:30]([C:6]([NH:8][CH2:9][C@@H:10]2[CH2:14][CH2:13][N:12]([CH2:15][CH2:16][CH2:17][CH2:18][NH:19][C:24]([NH:23][CH2:20][CH2:21][CH3:22])=[O:25])[CH2:11]2)=[O:7])=[C:29]([O:37][CH3:38])[CH:28]=1. Procedure details: 4-((3S)-3-tert-Butoxycarbonylaminomethylpyrrolidin-1-yl)butylamine (1.50 g) as starting compound was reacted and treated in the same manner as in Example 34 using n-propyl isocyanate (0.57 ml) and 4-amino-5-chloro-2-methoxybenzoic acid (1.11 g) to give 4-amino-5-chloro-2-methoxy-N-((3S)-1-(4-(3-n-propylureido)butyl)pyrrolidin-3-ylmethyl)benzamide. Reactants: CCOC(=O)C (EtOAc), CC1(OB(OC1(C)C)C=1C=CC2=C(C(NCCO2)=O)C1)C (7-(4,4,5,5-tetramethyl-1,3,2-dioxaborolan-2-yl)-3,4-dihydrobenzo[f][1,4]oxazepin-5(2H)-one), BrC1=CC(N(C=C1)C)=O (4-bromo-1-methylpyridin-2(1H)-one), C([O-])([O-])=O.[Cs+].[Cs+] (cesium carbonate). The reagents and catalysts are C1(=CC=CC=C1)P([C-]1C=CC=C1)C1=CC=CC=C1.[C-]1(C=CC=C1)P(C1=CC=CC=C1)C1=CC=CC=C1.[Fe+2] (1,1′-Bis(diphenylphosphino)ferrocene), Cl[Pd]Cl (dichloropalladium). Solvent: CN(C)C=O (DMF), O (water). Run at temperature 85 celsius. Yields the product CN1C(C=C(C=C1)C=1C=CC2=C(C(NCCO2)=O)C1)=O (7-(1-methyl-2-oxo-1,2-dihydropyridin-4-yl)-3,4-dihydrobenzo[f][1,4]oxazepin-5(2H)-one). As a reaction SMILES: CC1(C)C(C)(C)OB([C:9]2[CH:10]=[CH:11][C:12]3[O:18][CH2:17][CH2:16][NH:15][C:14](=[O:19])[C:13]=3[CH:20]=2)O1.Br[C:23]1[CH:28]=[CH:27][N:26]([CH3:29])[C:25](=[O:30])[CH:24]=1.C(=O)([O-])[O-].[Cs+].[Cs+].CCOC(C)=O>CN(C=O)C.O.C1(P(C2C=CC=CC=2)[C-]2C=CC=C2)C=CC=CC=1.[C-]1(P(C2C=CC=CC=2)C2C=CC=CC=2)C=CC=C1.[Fe+2].Cl[Pd]Cl>[CH3:29][N:26]1[CH:27]=[CH:28][C:23]([C:9]2[CH:10]=[CH:11][C:12]3[O:18][CH2:17][CH2:16][NH:15][C:14](=[O:19])[C:13]=3[CH:20]=2)=[CH:24][C:25]1=[O:30] |f:2.3.4,8.9.10|. Procedure details: A mixture of 7-(4,4,5,5-tetramethyl-1,3,2-dioxaborolan-2-yl)-3,4-dihydrobenzo[f][1,4]oxazepin-5(2H)-one (200 mg, 0.69 mmol), 4-bromo-1-methylpyridin-2(1H)-one (156 mg, 0.83 mmol), cesium carbonate (674 mg, 2.07 mmol), 1,1′-Bis(diphenylphosphino)ferrocene]dichloropalladium (49 mg, 0.069 mmol) was dissolved in a degassed mixture of DMF and water 3/1.5 (4.5 mL). The mixture was heated in microwave at 85° C. for 40 min. The mixture was poured into EtOAc and washed with water and brine. The organic l...